Dataset: the Open Reaction Database (ORD), a public repository of structured organic reaction records. Task: describe an organic reaction: reactants, conditions, products, and yield Reactants: CN(C(=O)OC(C)(C)C)C1CCC2(CC1)OCC(C)(C)CO2, CC(C)=O, O, Cc1ccc(S(=O)(=O)[O-])cc1, c1cc[nH+]cc1. The product is CN(C(=O)OC(C)(C)C)C1CCC(=O)CC1. Reaction SMILES: [C:1]([CH3:2])([CH3:3])([CH3:4])[O:5][C:6]([N:7]([CH3:8])[CH:9]1[CH2:10][CH2:11][C:12]2([O:13][CH2:19][C:16]([CH3:17])([CH3:18])[CH2:15][O:14]2)[CH2:20][CH2:21]1)=[O:22].[CH3:40][C:41](=[O:42])[CH3:43].[OH2:44].[c:23]1([CH3:24])[cH:25][cH:26][c:27]([S:28]([O-:29])(=[O:30])=[O:31])[cH:32][cH:33]1.[nH+:34]1[cH:35][cH:36][cH:37][cH:38][cH:39]1>>[C:1]([CH3:2])([CH3:3])([CH3:4])[O:5][C:6]([N:7]([CH3:8])[CH:9]1[CH2:10][CH2:11][C:12](=[O:13])[CH2:20][CH2:21]1)=[O:22]. Reactants: [Si](C)(C)(C(C)(C)C)OCC=1C=C(C=CC1CO[Si](C)(C)C(C)(C)C)C#CC=1C=C(C=CC1)CCCCCC(C)(O)C (7-{3-[3,4-bis-(tert-butyldimethylsilanyloxymethyl)phenylethynyl]phenyl}-2-methylheptan-2-ol), [F-].C(CCC)[N+](CCCC)(CCCC)CCCC (tetrabutylammonium fluoride). Solvent: C1CCOC1 (THF). Yields the product OCC=1C=C(C=CC1CO)C#CC=1C=C(C=CC1)CCCCCC(C)(O)C (7-[3-(3,4-bis-Hydroxymethylphenylethynyl)phenyl]-2-methylheptan-2-ol). Reaction SMILES: [Si]([O:8][CH2:9][C:10]1[CH:11]=[C:12]([C:25]#[C:26][C:27]2[CH:28]=[C:29]([CH2:33][CH2:34][CH2:35][CH2:36][CH2:37][C:38]([CH3:41])([OH:40])[CH3:39])[CH:30]=[CH:31][CH:32]=2)[CH:13]=[CH:14][C:15]=1[CH2:16][O:17][Si](C(C)(C)C)(C)C)(C(C)(C)C)(C)C.[F-].C([N+](CCCC)(CCCC)CCCC)CCC>C1COCC1>[OH:8][CH2:9][C:10]1[CH:11]=[C:12]([C:25]#[C:26][C:27]2[CH:28]=[C:29]([CH2:33][CH2:34][CH2:35][CH2:36][CH2:37][C:38]([CH3:41])([OH:40])[CH3:39])[CH:30]=[CH:31][CH:32]=2)[CH:13]=[CH:14][C:15]=1[CH2:16][OH:17] |f:1.2|. Reported procedure: In a manner similar to Example 3(i), by reacting 250 mg (0.42 mmol) of 7-{3-[3,4-bis-(tert-butyldimethylsilanyloxymethyl)phenylethynyl]phenyl}-2-methylheptan-2-ol with 0.93 ml of tetrabutylammonium fluoride 1M/THF, after purification on a silica column (ethyl acetate 70-heptane 30), white crystals (m=132 mg; Y=86%) are obtained. m.p.=52-5° C. The reactants are FC=1C(=CN(C1C=1C(=NC=CC1)F)S(=O)(=O)C=1C=NC=CC1C)CN(C(OC(C)(C)C)=O)C (tert-butyl ({4-fluoro-5-(2-fluoropyridin-3-yl)-1-[(4-methylpyridin-3-yl)sulfonyl]-1H-pyrrol-3-yl}methyl)methylcarbamate), C(C)(=O)OCC.Cl (hydrogen chloride-ethyl acetate). Solvent: C(C)(=O)OCC (ethyl acetate), CC(C)O (2-propanol). Reaction conditions: time 2 hour. The product is FC=1C(=CN(C1C=1C(=NC=CC1)F)S(=O)(=O)C=1C=NC=CC1C)CNC (1-{4-fluoro-5-(2-fluoropyridin-3-yl)-1-[(4-methylpyridin-3-yl)sulfonyl]-1H-pyrrol-3-yl}-N-methylmethanamine). The yield is 96.6%. Reaction SMILES: [F:1][C:2]1[C:3]([CH2:24][N:25](C)[C:26](=O)OC(C)(C)C)=[CH:4][N:5]([S:14]([C:17]2[CH:18]=[N:19][CH:20]=[CH:21][C:22]=2[CH3:23])(=[O:16])=[O:15])[C:6]=1[C:7]1[C:8]([F:13])=[N:9][CH:10]=[CH:11][CH:12]=1.C(OCC)(=O)C.Cl>C(OCC)(=O)C.CC(O)C>[F:1][C:2]1[C:3]([CH2:24][NH:25][CH3:26])=[CH:4][N:5]([S:14]([C:17]2[CH:18]=[N:19][CH:20]=[CH:21][C:22]=2[CH3:23])(=[O:16])=[O:15])[C:6]=1[C:7]1[C:8]([F:13])=[N:9][CH:10]=[CH:11][CH:12]=1 |f:1.2|. Reported procedure: To a solution of tert-butyl ({4-fluoro-5-(2-fluoropyridin-3-yl)-1-[(4-methylpyridin-3-yl)sulfonyl]-1H-pyrrol-3-yl}methyl)methylcarbamate (127 mg) in ethyl acetate (2 mL) and 2-propanol (0.5 mL) was added 4N hydrogen chloride-ethyl acetate solution (2 mL), and the mixture was stirred at room temperature for 2 hr. The reaction mixture was concentrated under reduced-pressure, and the residue was diluted with saturated aqueous sodium hydrogen carbonate solution, and extracted with ethyl acetate. The... The reactants are C(C)(C)(C)OC(=O)N1[C@@H](CCC1)COC1=CC=C(C(=O)OC)C=C1 (methyl (S)-4-[1-(tert-butoxycarbonyl)-2-pyrrolidinylmethoxy]benzoate). The solvent is C(=O)(C(F)(F)F)O (TFA). Conditions: time 15 hour. The product is N1[C@@H](CCC1)COC1=CC=C(C(=O)OC)C=C1 (methyl (S)-4-(2-pyrrolidinylmethoxy)benzoate). Isolated yield 72.5%. RXN SMILES: C(OC([N:8]1[CH2:12][CH2:11][CH2:10][C@H:9]1[CH2:13][O:14][C:15]1[CH:24]=[CH:23][C:18]([C:19]([O:21][CH3:22])=[O:20])=[CH:17][CH:16]=1)=O)(C)(C)C>C(O)(C(F)(F)F)=O>[NH:8]1[CH2:12][CH2:11][CH2:10][C@H:9]1[CH2:13][O:14][C:15]1[CH:24]=[CH:23][C:18]([C:19]([O:21][CH3:22])=[O:20])=[CH:17][CH:16]=1. Procedure: A mixture of methyl (S)-4-[1-(tert-butoxycarbonyl)-2-pyrrolidinylmethoxy]benzoate (3.34 g, 9.96 mmol) in TFA (20 mL) and CH2Cl1 (35 mL) was stirred at room temp for 15 hr. The mixture was concentrated in vacuo and made basic with sat. NaHCO3. The mixture was extracted with CHCl3, washed with brine, and dried over Na2CO3. The organic layer was evaporated to give 1.70 g (73%) methyl (S)-4-(2-pyrrolidinylmethoxy)benzoate as a yellow oil. 1H-NMR (CDCl3) δ1.54-1.61 (m, 1 H), 1.77-1.86 (m, 2 H), 1.87-... Reactants: 2-Tributyltin pyridine, [Cl-].[Li+] (lithium chloride), cuprous iodide, C(CCC)OC1=NC=C(C=C1C=1NC(C=2C(N1)=C(N(N2)CCOC)CC)=O)I (5-(2-Butoxy-5-iodo-3-pyridinyl)-3-ethyl-2-(2-methoxyethyl)-2,6-dihydro-7H-pyrazolo[4,3-d]pyrimidin-7-one). The reagents and catalysts are C=1C=CC(=CC1)[P](C=2C=CC=CC2)(C=3C=CC=CC3)[Pd]([P](C=4C=CC=CC4)(C=5C=CC=CC5)C=6C=CC=CC6)([P](C=7C=CC=CC7)(C=8C=CC=CC8)C=9C=CC=CC9)[P](C=1C=CC=CC1)(C=1C=CC=CC1)C=1C=CC=CC1 (Pd(PPh3)4). Solvent: O1CCOCC1 (dioxan). Run at time 10 minute. The product is C(CCC)OC1=NC=C(C=C1C=1NC(C=2C(N1)=C(N(N2)CCOC)CC)=O)C2=NC=CC=C2 (5-(2-Butoxy-5-[2-pyridyl]-3-pyridinyl)-3-ethyl-2-(2-methoxyethyl)-2,6-dihydro-7H-pyrazolo[4,3-d]pyrimidin-7-one). Yield: 58.0%. RXN SMILES: [Cl-].[Li+].[CH2:3]([O:7][C:8]1[C:13]([C:14]2[NH:15][C:16](=[O:29])[C:17]3[C:18](=[C:20]([CH2:27][CH3:28])[N:21]([CH2:23][CH2:24][O:25][CH3:26])[N:22]=3)[N:19]=2)=[CH:12][C:11](I)=[CH:10][N:9]=1)[CH2:4][CH2:5][CH3:6]>O1CCOCC1.C1C=CC([P]([Pd]([P](C2C=CC=CC=2)(C2C=CC=CC=2)C2C=CC=CC=2)([P](C2C=CC=CC=2)(C2C=CC=CC=2)C2C=CC=CC=2)[P](C2C=CC=CC=2)(C2C=CC=CC=2)C2C=CC=CC=2)(C2C=CC=CC=2)C2C=CC=CC=2)=CC=1>[CH2:3]([O:7][C:8]1[C:13]([C:14]2[NH:15][C:16](=[O:29])[C:17]3[C:18](=[C:20]([CH2:27][CH3:28])[N:21]([CH2:23][CH2:24][O:25][CH3:26])[N:22]=3)[N:19]=2)=[CH:12][C:11]([C:8]2[CH:13]=[CH:12][CH:11]=[CH:10][N:9]=2)=[CH:10][N:9]=1)[CH2:4][CH2:5][CH3:6] |f:0.1,^1:40,42,61,80|. Procedure: 2-Tributyltin pyridine (192 mg, 0.52 mmol), lithium chloride (170 mg, 4.00 mmol), cuprous iodide (11.5 mg, 0.06 mmol), Pd(PPh3)4 (46.5 mg, 0.04 mmol) and the title compound of Example 1 (200 mg, 0.40 mmol) were stirred together in dioxan (10 mL) under a nitrogen atmosphere. The mixture was heated at reflux for 3.5 h, allowed to cool and the solvent removed in vacuo. The residue was taken up in ethyl acetate and shaken vigorously with 5% aqueous potassium fluoride solution for 10 min and the mixt... Starting materials: O=C(n1ccnc1)n1ccnc1, CCOC(=O)Cc1csc(N)n1, Cc1ccccc1, CN(C)c1ccncc1, Fc1ccc(NCC2CCCC2)cc1F. The product is CCOC(=O)Cc1csc(NC(=O)N(CC2CCCC2)c2ccc(F)c(F)c2)n1. Reaction SMILES: [C:28](=[O:29])([n:30]1[cH:31][cH:32][n:33][cH:34]1)[n:35]1[cH:36][cH:37][n:38][cH:39]1.[CH2:1]([CH3:2])[O:3][C:4]([CH2:5][c:6]1[n:7][c:8]([NH2:11])[s:9][cH:10]1)=[O:12].[CH3:40][c:41]1[cH:42][cH:43][cH:44][cH:45][cH:46]1.[CH3:47][N:48]([c:49]1[cH:50][cH:51][n:52][cH:53][cH:54]1)[CH3:55].[CH:13]1([CH2:18][NH:19][c:20]2[cH:21][c:22]([F:27])[c:23]([F:26])[cH:24][cH:25]2)[CH2:14][CH2:15][CH2:16][CH2:17]1>>[CH2:1]([CH3:2])[O:3][C:4]([CH2:5][c:6]1[n:7][c:8]([NH:11][C:28]([N:19]([CH2:18][CH:13]2[CH2:14][CH2:15][CH2:16][CH2:17]2)[c:20]2[cH:21][c:22]([F:27])[c:23]([F:26])[cH:24][cH:25]2)=[O:29])[s:9][cH:10]1)=[O:12].